describe an organic reaction: reactants, conditions, products, and yield From a dataset of the Open Reaction Database (ORD), a public repository of structured organic reaction records. Reactants: Oc1ccc(Br)cc1, O=C([O-])[O-], CC#N, CC(C)(C)OC(=O)NC(CCCBr)C(=O)OC1CCCC1, ClCCl, [Na+], [Na+]. Product: CC(C)(C)OC(=O)NC(CCCOc1ccc(Br)cc1)C(=O)OC1CCCC1. RXN SMILES: [Br:1][c:2]1[cH:3][cH:4][c:5]([OH:8])[cH:6][cH:7]1.[C:30](=[O:31])([O-:32])[O-:33].[CH3:36][C:37]#[N:38].[CH:9]1([O:14][C:15]([CH:16]([CH2:17][CH2:18][CH2:19][Br:20])[NH:21][C:22](=[O:23])[O:24][C:25]([CH3:26])([CH3:27])[CH3:28])=[O:29])[CH2:10][CH2:11][CH2:12][CH2:13]1.[Cl:39][CH2:40][Cl:41].[Na+:34].[Na+:35]>>[Br:1][c:2]1[cH:3][cH:4][c:5]([O:8][CH2:19][CH2:18][CH2:17][CH:16]([C:15]([O:14][CH:9]2[CH2:10][CH2:11][CH2:12][CH2:13]2)=[O:29])[NH:21][C:22](=[O:23])[O:24][C:25]([CH3:26])([CH3:27])[CH3:28])[cH:6][cH:7]1. Reactants: BrCCCCCOCCC1=CC=CC=C1 ([2-[(5-Bromopentyl)oxy]ethyl]benzene), C(C1=CC=CC=C1)N (benzylamine). Run in Cl (hydrochloric acid). Yields the product C1(=CC=CC=C1)CCOCCCCCNCC1=CC=CC=C1 (N-[5-(2-Phenylethoxy)pentyl]benzenemethanamine). As a reaction SMILES: Br[CH2:2][CH2:3][CH2:4][CH2:5][CH2:6][O:7][CH2:8][CH2:9][C:10]1[CH:15]=[CH:14][CH:13]=[CH:12][CH:11]=1.[CH2:16]([NH2:23])[C:17]1[CH:22]=[CH:21][CH:20]=[CH:19][CH:18]=1>Cl>[C:10]1([CH2:9][CH2:8][O:7][CH2:6][CH2:5][CH2:4][CH2:3][CH2:2][NH:23][CH2:16][C:17]2[CH:22]=[CH:21][CH:20]=[CH:19][CH:18]=2)[CH:15]=[CH:14][CH:13]=[CH:12][CH:11]=1. Procedure details: [2-[(5-Bromopentyl)oxy]ethyl]benzene (10.0 g) was added over 1 h to benzylamine (30 ml) at ca. 120° under nitrogen. After 2 h at 120° the reaction mixture was added to 2N hydrochloric acid (200 ml), the mixture was extracted with ethyl acetate (2×250 ml) and the combined organic extracts were washed with 2N sodium carbonate, water and brine, dried and concentrated in vacuo to give the title compound as a pale yellow oil (8.6 g), t.l.c. (ethyl acetate-triethylamine 99:1) Rf 0.78 Starting materials: O (water), CC1=CC=C(C(=O)O)C=C1 (p-Methylbenzoic acid), CC1=CC=C(C=C1)N=C=O (p-Methylphenyl isocyanate), CC1=CC=C(C(=O)O)C=C1 (p-methylbenzoic acid), N,N'-dimethylacetamide. The reagents and catalysts are [O-]CC.[Na+] (sodium ethoxide). Run in CO (methanol). Reaction conditions: temperature 35 celsius, time 52 minute. Product: CC1=CC=C(C(=O)NC2=CC=C(C=C2)C)C=C1 (4,4'-Dimethylbenzanilide). As a reaction SMILES: [CH3:1][C:2]1[CH:10]=[CH:9][C:5]([C:6]([OH:8])=O)=[CH:4][CH:3]=1.[CH3:11][C:12]1[CH:17]=[CH:16][C:15]([N:18]=C=O)=[CH:14][CH:13]=1.O>[O-]CC.[Na+].CO>[CH3:1][C:2]1[CH:3]=[CH:4][C:5]([C:6]([NH:18][C:15]2[CH:16]=[CH:17][C:12]([CH3:11])=[CH:13][CH:14]=2)=[O:8])=[CH:9][CH:10]=1 |f:3.4|. Procedure details: p-Methylbenzoic acid (95.31 grams, 0.70 mole), sodium ethoxide catalyst (0.2144 gram, 0.225% wt. of the p-methylbenzoic acid used) and N,N'-dimethylacetamide (575 grams) are added to a reactor equipped with a reflux condenser and stirred under a nitrogen atmosphere at 35° C. to provide a solution. p-Methylphenyl isocyanate (97.87 grams, 0.735 mole) is added over a two minute period inducing an exotherm to 40° C. At this time, heating of the reactor commences and a 160° C. temperature is achieved... Reactants: Fc1ccccc1-c1cc(Cl)c2cccnc2n1, Nc1ccncc1, C1COCCO1, O. Yields the product Fc1ccccc1-c1cc(Nc2ccncc2)c2cccnc2n1. RXN SMILES: [Cl:1][c:2]1[cH:3][c:4](-[c:12]2[c:13]([F:18])[cH:14][cH:15][cH:16][cH:17]2)[n:5][c:6]2[n:7][cH:8][cH:9][cH:10][c:11]12.[NH2:19][c:20]1[cH:21][cH:22][n:23][cH:24][cH:25]1.[O:26]1[CH2:27][CH2:28][O:29][CH2:30][CH2:31]1.[OH2:32]>>[c:2]1([NH:19][c:20]2[cH:21][cH:22][n:23][cH:24][cH:25]2)[cH:3][c:4](-[c:12]2[c:13]([F:18])[cH:14][cH:15][cH:16][cH:17]2)[n:5][c:6]2[n:7][cH:8][cH:9][cH:10][c:11]12. The reactants are C[S-], CS(C)=O, N#Cc1ccc(C=O)c(F)c1, [Na+], O. Product: CSc1cc(C#N)ccc1C=O. As a reaction SMILES: [CH3:12][S-:13].[CH3:15][S:16]([CH3:17])=[O:18].[F:1][c:2]1[cH:3][c:4]([C:5]#[N:6])[cH:7][cH:8][c:9]1[CH:10]=[O:11].[Na+:14].[OH2:19]>>[c:2]1([S:13][CH3:12])[cH:3][c:4]([C:5]#[N:6])[cH:7][cH:8][c:9]1[CH:10]=[O:11]. Reactants: CS(=O)(=O)Oc1c(C#N)oc2cc(S(C)(=O)=O)ccc12, C1CCOC1, COc1ccc(S)cc1, [H-], [Na+], CN(C)C=O. Yields the product COc1ccc(Sc2c(C#N)oc3cc(S(C)(=O)=O)ccc23)cc1. RXN SMILES: [C:1](#[N:2])[c:3]1[o:4][c:5]2[c:6]([c:7]1[O:8][S:9]([CH3:10])(=[O:11])=[O:12])[cH:13][cH:14][c:15]([S:17](=[O:18])(=[O:19])[CH3:20])[cH:16]2.[CH2:32]1[O:33][CH2:34][CH2:35][CH2:36]1.[CH3:21][O:22][c:23]1[cH:24][cH:25][c:26]([SH:29])[cH:27][cH:28]1.[H-:31].[Na+:30].[O:37]=[CH:38][N:39]([CH3:40])[CH3:41]>>[C:1](#[N:2])[c:3]1[o:4][c:5]2[c:6]([c:7]1[S:29][c:26]1[cH:25][cH:24][c:23]([O:22][CH3:21])[cH:28][cH:27]1)[cH:13][cH:14][c:15]([S:17](=[O:18])(=[O:19])[CH3:20])[cH:16]2.